This data is from the Open Reaction Database (ORD), a public repository of structured organic reaction records. The task is: describe an organic reaction: reactants, conditions, products, and yield The reactants are FC=1C=C(N)C=CC1OC1=C2C(=NC=C1)NC=C2Cl (3-fluoro-4-[(3-chloro-1H-pyrrolo[2,3-b]pyridin-4-yl)oxy]aniline), [OH-].[Na+] (sodium hydroxide), ClC1=NC(=NC(=C1)C(F)(F)F)N (4-chloro-6-(trifluoromethyl)pyrimidine-2-amine), Cl (hydrochloric acid). RXN SMILES: [F:1][C:2]1[CH:3]=[C:4]([CH:6]=[CH:7][C:8]=1[O:9][C:10]1[CH:15]=[CH:14][N:13]=[C:12]2[NH:16][CH:17]=[C:18]([Cl:19])[C:11]=12)[NH2:5].Cl[C:21]1[CH:26]=[C:25]([C:27]([F:30])([F:29])[F:28])[N:24]=[C:23]([NH2:31])[N:22]=1.Cl.[OH-].[Na+]>O.C(O)C>[Cl:19][C:18]1[C:11]2[C:12](=[N:13][CH:14]=[CH:15][C:10]=2[O:9][C:8]2[CH:7]=[CH:6][C:4]([NH:5][C:21]3[CH:26]=[C:25]([C:27]([F:30])([F:28])[F:29])[N:24]=[C:23]([NH2:31])[N:22]=3)=[CH:3][C:2]=2[F:1])[NH:16][CH:17]=1 |f:3.4,5.6|. Procedure: 67 mg (0.24 mmol) of 3-fluoro-4-[(3-chloro-1H-pyrrolo[2,3-b]pyridin-4-yl)oxy]aniline and 47 mg (0.24 mmol) of 4-chloro-6-(trifluoromethyl)pyrimidine-2-amine are suspended in 4 ml of water/ethanol 1:1. 25 μl (0.29 mmol) of 37% strength hydrochloric acid are added, and the mixture is heated at reflux overnight. Using 1N aqueous sodium hydroxide solution, the pH is adjusted to 7, and the mixture is extracted with ethyl acetate. The organic phase is washed with saturated sodium chloride solution, dr... Run in O.C(C)O (water ethanol). Product: ClC1=CNC2=NC=CC(=C21)OC2=C(C=C(C=C2)NC2=NC(=NC(=C2)C(F)(F)F)N)F (N4-{4-[(3-Chloro-1H-pyrrolo[2,3-b]pyridin-4-yl)oxy]-3-fluorophenyl}-6-(trifluoromethyl)pyrimidine-2,4-diamine). The reactants are O=S(=O)(Cl)c1ccc(F)c(F)c1, [Na+], [Na+], [Na+], C1COCCO1, [OH-], O, O=S([O-])[O-], O=S(=O)(O)O. Product: O=S(O)c1ccc(F)c(F)c1. As a reaction SMILES: [F:7][c:8]1[cH:9][c:10]([S:15](=[O:16])(=[O:17])[Cl:18])[cH:11][cH:12][c:13]1[F:14].[Na+:20].[Na+:5].[Na+:6].[O:27]1[CH2:28][CH2:29][O:30][CH2:31][CH2:32]1.[OH-:19].[OH2:26].[S:1]([O-:2])([O-:3])=[O:4].[S:21](=[O:22])(=[O:23])([OH:24])[OH:25]>>[F:7][c:8]1[cH:9][c:10]([S:15](=[O:16])[OH:17])[cH:11][cH:12][c:13]1[F:14]. Reactants: ClS(=O)(=O)O (Chlorosulphonic acid), N(C1=CC=CC=C1)C1=NC=CC(=N1)C1=CN=C(N1C)C(C)C (2-anilino-4-(1-methyl-2-isopropylimidazol-5-yl)pyrimidine), C1(CCC1)N (cyclobutylamine), C(C)N(C)CC (diethylmethylamine). Run in S(=O)(Cl)Cl (thionyl chloride), CO (MeOH). Run at temperature 0 celsius, time 10 minute. Yields the product CN1C(=NC=C1C1=NC(=NC=C1)NC1=CC=C(C=C1)S(NC1CCC1)(=O)=O)C(C)C (4-(1-Methyl-2-isopropylimidazol-5-yl)-2-{4-[N-(cyclobutyl)sulphamoyl]anilino}pyrimidine). The yield is 65.6%. Reaction SMILES: Cl[S:2]([OH:5])(=O)=[O:3].[NH:6]([C:13]1[N:18]=[C:17]([C:19]2[N:23]([CH3:24])[C:22]([CH:25]([CH3:27])[CH3:26])=[N:21][CH:20]=2)[CH:16]=[CH:15][N:14]=1)[C:7]1[CH:12]=[CH:11][CH:10]=[CH:9][CH:8]=1.[CH:28]1([NH2:32])[CH2:31][CH2:30][CH2:29]1.C(N(CC)C)C>S(Cl)(Cl)=O.CO>[CH3:24][N:23]1[C:19]([C:17]2[CH:16]=[CH:15][N:14]=[C:13]([NH:6][C:7]3[CH:12]=[CH:11][C:10]([S:2](=[O:5])(=[O:3])[NH:32][CH:28]4[CH2:31][CH2:30][CH2:29]4)=[CH:9][CH:8]=3)[N:18]=2)=[CH:20][N:21]=[C:22]1[CH:25]([CH3:27])[CH3:26]. Procedure details: Chlorosulphonic acid (150 μl, 2.16 mmol) was added dropwise to solution of 2-anilino-4-(1-methyl-2-isopropylimidazol-5-yl)pyrimidine (Method 71; 158 mg, 0.54 mmol) in thionyl chloride (3 ml) cooled at 0° C. and the mixture stirred at 0° C. for 10 minutes then heated at 90° C. for 90 minutes. The volatiles were removed by evaporation and the residue was dried under high vacuum (<2 mmHg) for 1 hour. The resulting solid was placed under nitrogen and a solution of cyclobutylamine (100 μl, 1.08 mmol)... Starting materials: [Al+3], C1CCOC1, [H-], [H-], [H-], [H-], [Li+], [Na+], COC(=O)Cc1nn(C2CCCCO2)c2ncccc12, [OH-], O. Yields the product OCCc1nn(C2CCCCO2)c2ncccc12. As a reaction SMILES: [Al+3:22].[CH2:27]1[O:28][CH2:29][CH2:30][CH2:31]1.[H-:21].[H-:24].[H-:25].[H-:26].[Li+:23].[Na+:33].[O:1]1[CH:2]([n:7]2[n:8][c:9]([CH2:16][C:17](=[O:18])[O:19][CH3:20])[c:10]3[c:11]2[n:12][cH:13][cH:14][cH:15]3)[CH2:3][CH2:4][CH2:5][CH2:6]1.[OH-:32].[OH2:34]>>[O:1]1[CH:2]([n:7]2[n:8][c:9]([CH2:16][CH2:17][OH:18])[c:10]3[c:11]2[n:12][cH:13][cH:14][cH:15]3)[CH2:3][CH2:4][CH2:5][CH2:6]1. Reactants: C1(=CC=CC=C1)C=1N=C(SC1)C#CCCC=1C=C(C#N)C=CC1 (3-(4-(4-phenylthiazol-2-yl)but-3-yn-1-yl)benzonitrile). Reagents/catalysts: [Pd] (Palladium on charcoal). Solvent: C(C)O (ethanol). The product is C1(=CC=CC=C1)C=1N=C(SC1)CCCCC=1C=C(C#N)C=CC1 (3-(4-(4-phenylthiazol-2-yl)butyl)benzonitrile). The yield is 75.6%. Reaction SMILES: [C:1]1([C:7]2[N:8]=[C:9]([C:12]#[C:13][CH2:14][CH2:15][C:16]3[CH:17]=[C:18]([CH:21]=[CH:22][CH:23]=3)[C:19]#[N:20])[S:10][CH:11]=2)[CH:6]=[CH:5][CH:4]=[CH:3][CH:2]=1>[Pd].C(O)C>[C:1]1([C:7]2[N:8]=[C:9]([CH2:12][CH2:13][CH2:14][CH2:15][C:16]3[CH:17]=[C:18]([CH:21]=[CH:22][CH:23]=3)[C:19]#[N:20])[S:10][CH:11]=2)[CH:6]=[CH:5][CH:4]=[CH:3][CH:2]=1. Procedure details: 10% Palladium on charcoal (215 mg) was added to a solution of 3-(4-(4-phenylthiazol-2-yl)but-3-yn-1-yl)benzonitrile (430 mg, 1.37 mmol) in ethanol (15 mL), the reaction mixture was put under ˜2 kg H2-pressure for 48 h. The reaction mixture was filtered through a celite bed and washed thoroughly with EtOAc. The solvent was concentrated under reduced pressure to obtain 3-(4-(4-phenylthiazol-2-yl)butyl)benzonitrile (330 mg, 76%) as colorless viscous liquid. 1H NMR (300 MHz, CDCl3) δ 7.90-7.87 (m, 2... Reactants: solution, C(=O)(C(F)(F)F)O (TFA), C1(CCCCC1)C[C@@H](CN(C(=O)OC(C)(C)C)C)NC(=O)N1C[C@@H](CCC1)[C@@H](OCCNC(OC)=O)C1=CC(=CC=C1)F (methyl 2-((R)—((R)-1-((S)-1-cyclohexyl-3-(N-methyl-N-(t-butoxycarbonyl)amino)propan-2-ylcarbamoyl)piperidin-3-yl)(3-fluorophenyl)methoxy)ethylcarbamate). The solvent is C(Cl)Cl (CH2Cl2). Product: C1(CCCCC1)C[C@@H](CNC)NC(=O)N1C[C@@H](CCC1)[C@@H](OCCNC(OC)=O)C1=CC(=CC=C1)F (methyl 2-((R)—((R)-1-((S)-1-cyclohexyl-3-(methylamino)propan-2-ylcarbamoyl)piperidin-3-yl)(3-fluorophenyl)methoxy)ethylcarbamate). Yield: 49.3%. RXN SMILES: [CH:1]1([CH2:7][C@H:8]([NH:19][C:20]([N:22]2[CH2:27][CH2:26][CH2:25][C@@H:24]([C@H:28]([C:37]3[CH:42]=[CH:41][CH:40]=[C:39]([F:43])[CH:38]=3)[O:29][CH2:30][CH2:31][NH:32][C:33](=[O:36])[O:34][CH3:35])[CH2:23]2)=[O:21])[CH2:9][N:10](C)[C:11](OC(C)(C)C)=O)[CH2:6][CH2:5][CH2:4][CH2:3][CH2:2]1.C(O)(C(F)(F)F)=O>C(Cl)Cl>[CH:1]1([CH2:7][C@H:8]([NH:19][C:20]([N:22]2[CH2:27][CH2:26][CH2:25][C@@H:24]([C@H:28]([C:37]3[CH:42]=[CH:41][CH:40]=[C:39]([F:43])[CH:38]=3)[O:29][CH2:30][CH2:31][NH:32][C:33](=[O:36])[O:34][CH3:35])[CH2:23]2)=[O:21])[CH2:9][NH:10][CH3:11])[CH2:6][CH2:5][CH2:4][CH2:3][CH2:2]1. Reported procedure: A mixture of methyl 2-((R)—((R)-1-((S)-1-cyclohexyl-3-(N-methyl-N-(t-butoxycarbonyl)amino)propan-2-ylcarbamoyl)piperidin-3-yl)(3-fluorophenyl)methoxy)ethylcarbamate (20 mg, 0.03 mmol) and a 20% solution of TFA in CH2Cl2 (2 mL) were stirred for about 1 h at rt until the reaction was complete. The solvent was removed by evaporation and the crude product was purified by preparative HPLC to afford methyl 2-((R)—((R)-1-((S)-1-cyclohexyl-3-(methylamino)propan-2-ylcarbamoyl)piperidin-3-yl)(3-fluorophen... Reactants: COC(C1=CC(=C(C(=C1)CC=C)O)CC=C)=O (3,5-diallyl-4-hydroxybenzoic acid methyl ester), CI (methyl iodide). Yields the product COC(C1=CC(=C(C(=C1)CC=C)OC)CC=C)=O (3,5-Diallyl-4-methoxybenzoic acid methyl ester). Reaction SMILES: [CH3:1][O:2][C:3](=[O:17])[C:4]1[CH:9]=[C:8]([CH2:10][CH:11]=[CH2:12])[C:7]([OH:13])=[C:6]([CH2:14][CH:15]=[CH2:16])[CH:5]=1.[CH3:18]I>>[CH3:1][O:2][C:3](=[O:17])[C:4]1[CH:9]=[C:8]([CH2:10][CH:11]=[CH2:12])[C:7]([O:13][CH3:18])=[C:6]([CH2:14][CH:15]=[CH2:16])[CH:5]=1. Procedure details: 3,5-Diallyl-4-methoxybenzoic acid methyl ester was prepared from 3,5-diallyl-4-hydroxybenzoic acid methyl ester and methyl iodide following Method C. The resulting product was used without further purification. Starting materials: substituted styrene, ClC=1C=C(C=O)C=CC1Cl (3,4-dichlorobenzaldehyde), C(C)[Mg]Br (ethyl magnesium bromide), substituted propanol. The product is ClC1=C(C=C(C=C1)C=CC)Cl (1,2-dichloro-4-(1-propenyl) benzene). Reaction SMILES: [Cl:1][C:2]1[CH:3]=[C:4]([CH:7]=[CH:8][C:9]=1[Cl:10])[CH:5]=O.[CH2:11]([Mg]Br)[CH3:12]>>[Cl:10][C:9]1[CH:8]=[CH:7][C:4]([CH:5]=[CH:11][CH3:12])=[CH:3][C:2]=1[Cl:1]. Procedure details: With the exception of three compounds, the styrene compounds disclosed herein to be utilized for preparing the α-chloro oximes ae known and their preparations are published in the prior art. The compounds not previously prepared are synthesized following well-known published procedures. Thus, 2-bromobenzaldehyde is allowed to react with a Grignard reagent, ethyl magnesium bromide in anhydrous ether, to yield 1(2-bromophenyl)propanol. This propanol derivative is then dehydrated by refluxing it in... Starting materials: C1(=C(C=CC=C1)N)N (o-phenylenediamine), C([O-])([O-])=O.[Na+].[Na+] (sodium carbonate), C(C)C1=CC=CC(=N1)C(=O)O (6-ethylpicolinic acid), polyphosphoric acid. Run in O (water). Product: C(C)C1=CC=CC(=N1)C=1NC2=C(N1)C=CC=C2 (2-(6-ethylpyridin-2-yl)benzimidazole). As a reaction SMILES: [C:1]1([NH2:8])[CH:6]=[CH:5][CH:4]=[CH:3][C:2]=1[NH2:7].[CH2:9]([C:11]1[N:16]=[C:15]([C:17](O)=O)[CH:14]=[CH:13][CH:12]=1)[CH3:10].C(=O)([O-])[O-].[Na+].[Na+]>O>[CH2:9]([C:11]1[N:16]=[C:15]([C:17]2[NH:7][C:2]3[CH:3]=[CH:4][CH:5]=[CH:6][C:1]=3[N:8]=2)[CH:14]=[CH:13][CH:12]=1)[CH3:10] |f:2.3.4|. Procedure: 2.2 g. of o-phenylenediamine, 3 g. of 6-ethylpicolinic acid and 15 g. of polyphosphoric acid were heated at 160°-180° C. under a nitrogen gas current for 2 hours with stirring. The reaction mixture was diluted with 200 ml. of water and neutralized with sodium carbonate. The resulting precipitate was filtered off, dried, subjected to silica gel column chromatography(developed with 1:1 by volume mixture of benzene and ethyl acetate) and recrystallized from benzene. 3.3 g. of colorless needles of t...